This data is from the Open Reaction Database (ORD), a public repository of structured organic reaction records. The task is: describe an organic reaction: reactants, conditions, products, and yield The reactants are COC(=O)C(Br)c1ccccc1, CCOC(C)=O, Nc1ccccc1S, CN(C)C=O, O, c1ccc(C2CNc3ccccc3S2)cc1. Product: O=C1Nc2ccccc2SC1c1ccccc1. RXN SMILES: [CH3:17][O:18][C:19](=[O:20])[CH:21]([Br:22])[c:23]1[cH:24][cH:25][cH:26][cH:27][cH:28]1.[CH3:42][CH2:43][O:44][C:45]([CH3:46])=[O:47].[NH2:29][c:30]1[cH:31][cH:32][cH:33][cH:34][c:35]1[SH:36].[O:37]=[CH:38][N:39]([CH3:40])[CH3:41].[OH2:48].[c:1]1([CH:7]2[S:8][c:9]3[c:10]([cH:13][cH:14][cH:15][cH:16]3)[NH:11][CH2:12]2)[cH:2][cH:3][cH:4][cH:5][cH:6]1>>[c:1]1([CH:7]2[S:8][c:9]3[c:10]([cH:13][cH:14][cH:15][cH:16]3)[NH:11][C:12]2=[O:18])[cH:2][cH:3][cH:4][cH:5][cH:6]1. Reactants: CC=1C=C(C=CC1C)N=CN1C(NCC1)=N[N+](=O)[O-] (1-(3,4-dimethylphenyliminomethyl)-2-nitroiminoimidazolidine), ClC1=NC=C(C=C1)CCl (2-chloro-5-chloromethylpyridine), C([O-])([O-])=O.[K+].[K+] (potassium carbonate), CS(=O)C (dimethylsulfoxide). Run in C(C)(=O)OCC (ethyl acetate), O (water). Conditions: temperature 70 celsius, time 1 hour. Product: ClC1=NC=C(C=C1)CN1C(N(CC1)C=NC1=CC(=C(C=C1)C)C)=N[N+](=O)[O-] (1-(2-chloropyridine-5-ylmethyl)-2-nitroimino-3-(3,4-dimethylphenyliminomethyl)imidazolidine). Isolated yield 39.0%. RXN SMILES: [CH3:1][C:2]1[CH:3]=[C:4]([N:9]=[CH:10][N:11]2[CH2:15][CH2:14][NH:13][C:12]2=[N:16][N+:17]([O-:19])=[O:18])[CH:5]=[CH:6][C:7]=1[CH3:8].[Cl:20][C:21]1[CH:26]=[CH:25][C:24]([CH2:27]Cl)=[CH:23][N:22]=1.C(=O)([O-])[O-].[K+].[K+].CS(C)=O>C(OCC)(=O)C.O>[Cl:20][C:21]1[CH:26]=[CH:25][C:24]([CH2:27][N:13]2[CH2:14][CH2:15][N:11]([CH:10]=[N:9][C:4]3[CH:5]=[CH:6][C:7]([CH3:8])=[C:2]([CH3:1])[CH:3]=3)[C:12]2=[N:16][N+:17]([O-:19])=[O:18])=[CH:23][N:22]=1 |f:2.3.4|. Procedure details: A mixture of 71,0 g of 1-(3,4-dimethylphenyliminomethyl)-2-nitroiminoimidazolidine, 48.5 g of 2-chloro-5-chloromethylpyridine, 50.0 g of potassium carbonate and 200 g of dimethylsulfoxide was agitated at 70° C. for 1 hour. After cooling to room temperature, about 800 ml of water and about 200 ml of ethyl acetate were added to the reaction mixture, followed by agitation, separation into settled crystals and a filtrate, washing with water, drying and recrystallization of a combination of the cryst... Starting materials: C(CCCCC)(=O)C(C(=O)OCC)=CNC1=C(C=CC=C1)OC (Ethyl 2-hexanoyl-3-(2-methoxyphenylamino)acrylate). The solvent is petroleum ether, C1(=CC=CC=C1)OC1=CC=CC=C1 (diphenyl ether). Yields the product C(CCCCC)(=O)C1=CNC2=C(C=CC=C2C1=O)OC (3-hexanoyl-8-methoxy-4(1H)-quinolone). Yield: 34.0%. Reaction SMILES: [C:1]([C:8](=[CH:14][NH:15][C:16]1[CH:21]=[CH:20][CH:19]=[CH:18][C:17]=1[O:22][CH3:23])[C:9]([O:11]CC)=O)(=[O:7])[CH2:2][CH2:3][CH2:4][CH2:5][CH3:6]>C1(OC2C=CC=CC=2)C=CC=CC=1>[C:1]([C:8]1[C:9](=[O:11])[C:21]2[C:16](=[C:17]([O:22][CH3:23])[CH:18]=[CH:19][CH:20]=2)[NH:15][CH:14]=1)(=[O:7])[CH2:2][CH2:3][CH2:4][CH2:5][CH3:6]. Procedure details: Ethyl 2-hexanoyl-3-(2-methoxyphenylamino)acrylate (18 g, 0.056 mol) was added in portions to boiling diphenyl ether (200 ml) and the mixture heated under reflux for 1 hour. After cooling, the mixture was diluted with petroleum ether, filtered and the solid washed with petroleum ether to give 3-hexanoyl-8-methoxy-4(1H)-quinolone (5.2 g, 33.8%), m.p. 169°-71° C. Starting materials: solution, BrC1=C(N)C=C(C(=C1)OC)OC (2-Bromo-4,5-dimethoxyaniline), C(=O)(Cl)Cl (phosgene), N1=CC=CC=C1 (pyridine). Product: BrC1=C(C=C(C(=C1)OC)OC)N=C=O (1-bromo-2-isocyanato-4,5-dimethoxy-benzene). Reported procedure: 2-Bromo-4,5-dimethoxyaniline (464 mg, 2.0 mmol) was dissolved in 10 ml of toluene at room temperature. DMAP (1 eq, 245 mg), and pyridine (1.3 eq, 0.22 ml) were added followed by phosgene (1.33 eq, 1.33 ml of a 20% solution in toluene). The mixture was heated to 90° C. for 4 hours. Upon cooling, the mixture was filtered and the filtrate was concentrated in vacuo to give 1-bromo-2-isocyanato-4,5-dimethoxy-benzene (542 mg, quantitative) as a light brown oil. Run at temperature 90 celsius. Run in C1(=CC=CC=C1)C (toluene), C1(=CC=CC=C1)C (toluene). As a reaction SMILES: [Br:1][C:2]1[CH:8]=[C:7]([O:9][CH3:10])[C:6]([O:11][CH3:12])=[CH:5][C:3]=1[NH2:4].N1C=CC=CC=1.[C:19](Cl)(Cl)=[O:20]>C1(C)C=CC=CC=1.CN(C1C=CN=CC=1)C>[Br:1][C:2]1[CH:8]=[C:7]([O:9][CH3:10])[C:6]([O:11][CH3:12])=[CH:5][C:3]=1[N:4]=[C:19]=[O:20]. The reagents and catalysts are CN(C)C=1C=CN=CC1 (DMAP).